Dataset: the Open Reaction Database (ORD), a public repository of structured organic reaction records. Task: describe an organic reaction: reactants, conditions, products, and yield Reactants: CCN=C=NCCCN(C)C, CCOC(C)=O, CN(C(=O)C(NC(=O)C(NC(=O)c1cnccn1)C1CCCCC1)C(C)(C)C)C1CN(C(=O)Nc2ccccc2)CC1C(=O)O, CCN(C(C)C)C(C)C, ClCCl, Cl, CCCC(N)C(O)C(=O)NC1CC1, On1nnc2ccccc21. The product is CCCC(NC(=O)C1CN(C(=O)Nc2ccccc2)CC1N(C)C(=O)C(NC(=O)C(NC(=O)c1cnccn1)C1CCCCC1)C(C)(C)C)C(O)C(=O)NC1CC1. As a reaction SMILES: [CH3:47][N:48]([CH3:49])[CH2:50][CH2:51][CH2:52][N:53]=[C:54]=[N:55][CH2:56][CH3:57].[CH3:93][CH2:94][O:95][C:96]([CH3:97])=[O:98].[CH:1]1([CH:7]([C:8](=[O:9])[NH:10][CH:11]([C:12](=[O:13])[N:14]([CH3:15])[CH:16]2[CH:17]([C:30](=[O:31])[OH:32])[CH2:18][N:19]([C:21]([NH:22][c:23]3[cH:24][cH:25][cH:26][cH:27][cH:28]3)=[O:29])[CH2:20]2)[C:33]([CH3:34])([CH3:35])[CH3:36])[NH:37][C:38](=[O:39])[c:40]2[n:41][cH:42][cH:43][n:44][cH:45]2)[CH2:2][CH2:3][CH2:4][CH2:5][CH2:6]1.[CH:68]([N:69]([CH2:70][CH3:71])[CH:72]([CH3:73])[CH3:74])([CH3:75])[CH3:76].[Cl:90][CH2:91][Cl:92].[ClH:46].[NH2:77][CH:78]([CH:79]([C:80](=[O:81])[NH:82][CH:83]1[CH2:84][CH2:85]1)[OH:86])[CH2:87][CH2:88][CH3:89].[OH:58][n:59]1[c:60]2[cH:61][cH:62][cH:63][cH:64][c:65]2[n:66][n:67]1>>[CH:1]1([CH:7]([C:8](=[O:9])[NH:10][CH:11]([C:12](=[O:13])[N:14]([CH3:15])[CH:16]2[CH:17]([C:30](=[O:32])[NH:77][CH:78]([CH:79]([C:80](=[O:81])[NH:82][CH:83]3[CH2:84][CH2:85]3)[OH:86])[CH2:87][CH2:88][CH3:89])[CH2:18][N:19]([C:21]([NH:22][c:23]3[cH:24][cH:25][cH:26][cH:27][cH:28]3)=[O:29])[CH2:20]2)[C:33]([CH3:34])([CH3:35])[CH3:36])[NH:37][C:38](=[O:39])[c:40]2[n:41][cH:42][cH:43][n:44][cH:45]2)[CH2:2][CH2:3][CH2:4][CH2:5][CH2:6]1. Starting materials: N[C@@]12CN(C[C@H]2C=CC=C1)C1=C(C=C2C(C(=CN(C2=C1Cl)[C@H]1[C@H](C1)F)C(=O)O)=O)F (7-[(3aS,7aR)3a-amino-1,2,3,7a-tetrahydro-isoindol-2-yl]-8-chloro-1-[(1R,2S)-2-fluorocyclopropyl]-6-fluoro-1,4-dihydro-4-oxo-3-quinoline-carboxylic acid). Solvent: O (water), 1n, Cl (hydrochloric acid). The product is Cl.N[C@@]12CN(C[C@H]2C=CC=C1)C1=C(C=C2C(C(=CN(C2=C1Cl)[C@H]1[C@H](C1)F)C(=O)O)=O)F (7-[(3aS,7aR)3a-amino-1,2,3,7a-tetrahydro-isoindol-2-yl]-8-chloro-1-[(1R,2S)-2-fluorocyclopropyl]-6-fluoro-1,4-dihydro-4-oxo-3-quinolinecarboxylic acid hydrochloride). Reaction SMILES: [NH2:1][C@@:2]12[CH:10]=[CH:9][CH:8]=[CH:7][C@@H:6]1[CH2:5][N:4]([C:11]1[C:20]([Cl:21])=[C:19]3[C:14]([C:15](=[O:29])[C:16]([C:26]([OH:28])=[O:27])=[CH:17][N:18]3[C@@H:22]3[CH2:24][C@@H:23]3[F:25])=[CH:13][C:12]=1[F:30])[CH2:3]2>O.Cl>[ClH:21].[NH2:1][C@@:2]12[CH:10]=[CH:9][CH:8]=[CH:7][C@@H:6]1[CH2:5][N:4]([C:11]1[C:20]([Cl:21])=[C:19]3[C:14]([C:15](=[O:29])[C:16]([C:26]([OH:28])=[O:27])=[CH:17][N:18]3[C@@H:22]3[CH2:24][C@@H:23]3[F:25])=[CH:13][C:12]=1[F:30])[CH2:3]2 |f:3.4|. Procedure details: 217 mg (0.5 mmol) of 7-[(3aS,7aR)3a-amino-1,2,3,7a-tetrahydro-isoindol-2-yl]-8-chloro-1-[(1R,2S)-2-fluorocyclopropyl]-6-fluoro-1,4-dihydro-4-oxo-3-quinoline-carboxylic acid are dissolved in a mixture of 5 ml of water and 0.5 ml of 1n hydrochloric acid. The solution is lyophilised. 7-[(3aS,7aR)3a-amino-1,2,3,7a-tetrahydro-isoindol-2-yl]-8-chloro-1-[(1R,2S)-2-fluorocyclopropyl]-6-fluoro-1,4-dihydro-4-oxo-3-quinolinecarboxylic acid hydrochloride is isolated in quantitative yield. Reactants: C=CCOC(=O)C1(NC(=O)c2cnc3n2C(C)(Cc2ccc(I)cc2)C(=O)N3c2cc(Cl)cc(Cl)c2)CC1, CNC1CCCCC1NC, [K+], [K+], [K+], CN(C)C=O, O=P([O-])([O-])[O-], c1nc[nH]n1. Yields the product C=CCOC(=O)C1(NC(=O)c2cnc3n2C(C)(Cc2ccc(-n4cncn4)cc2)C(=O)N3c2cc(Cl)cc(Cl)c2)CC1. As a reaction SMILES: [CH2:1]([CH:2]=[CH2:3])[O:4][C:5](=[O:6])[C:7]1([NH:10][C:11](=[O:12])[c:13]2[cH:14][n:15][c:16]3[n:17]2[C:18]([CH3:30])([CH2:31][c:32]2[cH:33][cH:34][c:35]([I:38])[cH:36][cH:37]2)[C:19](=[O:29])[N:20]3[c:21]2[cH:22][c:23]([Cl:28])[cH:24][c:25]([Cl:27])[cH:26]2)[CH2:8][CH2:9]1.[CH3:44][NH:45][CH:46]1[CH2:47][CH2:48][CH2:49][CH2:50][CH:51]1[NH:52][CH3:53].[K+:59].[K+:60].[K+:61].[O:62]=[CH:63][N:64]([CH3:65])[CH3:66].[P:54]([O-:55])([O-:56])([O-:57])=[O:58].[nH:39]1[n:40][cH:41][n:42][cH:43]1>>[CH2:1]([CH:2]=[CH2:3])[O:4][C:5](=[O:6])[C:7]1([NH:10][C:11](=[O:12])[c:13]2[cH:14][n:15][c:16]3[n:17]2[C:18]([CH3:30])([CH2:31][c:32]2[cH:33][cH:34][c:35](-[n:39]4[n:40][cH:41][n:42][cH:43]4)[cH:36][cH:37]2)[C:19](=[O:29])[N:20]3[c:21]2[cH:22][c:23]([Cl:28])[cH:24][c:25]([Cl:27])[cH:26]2)[CH2:8][CH2:9]1. Starting materials: COC=1C=C2CC(C(C2=CC1OC)=O)=CC1=CC=NC=C1 (4-[(5,6-Dimethoxy-1-indanon-2-ylidene)methyl]pyridine), Cl(=O)(=O)(=O)O (perchloric acid). Reagents/catalysts: [Pd] (palladium on carbon). The solvent is ClCCl (dichloromethane), CO (methanol). Product: COC=1C=C2CC(C(C2=CC1OC)=O)CC1=CC=NC=C1 (4-[(5,6-dimethoxy-1-indanon-2-yl)methyl]pyridine). Reaction SMILES: [CH3:1][O:2][C:3]1[CH:4]=[C:5]2[C:9](=[CH:10][C:11]=1[O:12][CH3:13])[C:8](=[O:14])[C:7](=[CH:15][C:16]1[CH:21]=[CH:20][N:19]=[CH:18][CH:17]=1)[CH2:6]2.Cl(O)(=O)(=O)=O>CO.ClCCl.[Pd]>[CH3:1][O:2][C:3]1[CH:4]=[C:5]2[C:9](=[CH:10][C:11]=1[O:12][CH3:13])[C:8](=[O:14])[CH:7]([CH2:15][C:16]1[CH:21]=[CH:20][N:19]=[CH:18][CH:17]=1)[CH2:6]2. Procedure: 4-[(5,6-Dimethoxy-1-indanon-2-ylidene)methyl]pyridine (50 g) in methanol and dichloromethane (1:1) was hydrogenated in presence of palladium on carbon (5 g) and a catalytic quantity of perchloric acid at 0.5 kg pressure and room temperature. The solvents were evaporated under vacuum and the residue was taken in ethyl acetate (500 ml), washed with water (50 ml), brine (50 ml), dried over anhydrous sodium sulphate and evaporated in vacuum to yield the product. Yield: 49 g. Reactants: N1N=CC=C1 (pyrazole), ClC=1N=C(C2=C(N1)SC(=C2)CC)NCC2=CC(=C(C=C2)OC)Cl (2-chloro-6-ethyl-4-(3-chloro-4-methoxybenzylamino)-thieno-[2,3-d]-pyrimidine). Yields the product N1(N=CC=C1)C=1N=C(C2=C(N1)SC(=C2)CC)NCC2=CC(=C(C=C2)OC)Cl (2-(pyrazol-1-yl)-6-ethyl-4-(3-chloro-4-methoxybenzylamino)-thieno-[2,3-d]-pyrimidine). As a reaction SMILES: [NH:1]1[CH:5]=[CH:4][CH:3]=[N:2]1.Cl[C:7]1[N:8]=[C:9]([NH:18][CH2:19][C:20]2[CH:25]=[CH:24][C:23]([O:26][CH3:27])=[C:22]([Cl:28])[CH:21]=2)[C:10]2[CH:15]=[C:14]([CH2:16][CH3:17])[S:13][C:11]=2[N:12]=1>>[N:1]1([C:7]2[N:8]=[C:9]([NH:18][CH2:19][C:20]3[CH:25]=[CH:24][C:23]([O:26][CH3:27])=[C:22]([Cl:28])[CH:21]=3)[C:10]3[CH:15]=[C:14]([CH2:16][CH3:17])[S:13][C:11]=3[N:12]=2)[CH:5]=[CH:4][CH:3]=[N:2]1. Procedure: Following the procedure of Example 97, the reaction of pyrazole with 2-chloro-6-ethyl-4-(3-chloro-4-methoxybenzylamino)-thieno-[2,3-d]-pyrimidine gives 2-(pyrazol-1-yl)-6-ethyl-4-(3-chloro-4-methoxybenzylamino)-thieno-[2,3-d]-pyrimidine. The reactants are OC(CN1N=NC(=C1)[N+](=O)[O-])CCl (1-(2'-hydroxy-3'-chloropropyl)-4-nitro-1,2,3-triazole), N1CCCCC1 (piperidine). Run in C1CCOC1 (THF). The product is Cl.OC(CN1N=NC(=C1)[N+](=O)[O-])CN1CCCCC1 (1-(2'-hydroxy-3'-piperidinopropyl)-4-nitro-1,2,3-triazole-hydrochloride). RXN SMILES: [OH:1][CH:2]([CH2:12][Cl:13])[CH2:3][N:4]1[CH:8]=[C:7]([N+:9]([O-:11])=[O:10])[N:6]=[N:5]1.[NH:14]1[CH2:19][CH2:18][CH2:17][CH2:16][CH2:15]1>C1COCC1>[ClH:13].[OH:1][CH:2]([CH2:12][N:14]1[CH2:19][CH2:18][CH2:17][CH2:16][CH2:15]1)[CH2:3][N:4]1[CH:8]=[C:7]([N+:9]([O-:11])=[O:10])[N:6]=[N:5]1 |f:3.4|. Procedure details: A mixture of 0.5 g of 1-(2'-hydroxy-3'-chloropropyl)-4-nitro-1,2,3-triazole and 3 g of piperidine in 10 ml of THF is refluxed for 1 hr with stirring. The solvent and excess piperidine are removed. The residue is dissolved in chloroform and washed with 5 ml of 1% NaOH solution. The solvent is evaporated to dryness, dissolved in dilute HCl solution washed with chloroform. Reactants: compound 2, ClC(=O)OC1=CC=C(C=C1)OC (4-methoxyphenyl chloroformate), CS(=O)(=O)N(N(C(=O)OC1=CC=CC=C1)S(=O)(=O)C)CCCl (1,2-Bis(methylsulfonyl)-1-(2-chloroethyl)-2-(phenoxycarbonyl)hydrazine). The product is CS(=O)(=O)N(N(C(=O)OC1=CC=C(C=C1)OC)S(=O)(=O)C)CCCl (1,2-Bis(methylsulfonyl)-1-(2-chloroethyl)-2-[(4-methoxyphenoxy)carbonyl]hydrazine). Reaction SMILES: Cl[C:2]([O:4][C:5]1[CH:10]=[CH:9][C:8]([O:11][CH3:12])=[CH:7][CH:6]=1)=[O:3].[CH3:13][S:14]([N:17]([CH2:32][CH2:33][Cl:34])[N:18]([S:28]([CH3:31])(=[O:30])=[O:29])C(OC1C=CC=CC=1)=O)(=[O:16])=[O:15]>>[CH3:13][S:14]([N:17]([CH2:32][CH2:33][Cl:34])[N:18]([S:28]([CH3:31])(=[O:30])=[O:29])[C:2]([O:4][C:5]1[CH:10]=[CH:9][C:8]([O:11][CH3:12])=[CH:7][CH:6]=1)=[O:3])(=[O:15])=[O:16]. Procedure: 1,2-Bis(methylsulfonyl)-1-(2-chloroethyl)-2-[(4-methoxyphenoxy)carbonyl]hydrazine (compound 10g) was prepared by reacting compound 2 with 4-methoxyphenyl chloroformate using a procedure similar to the one employed for compound 10d. The product was recrystallized from ethanol, and the yield was about 30.0% by weight. The Mp of the product was approximately 119-121° C. 1H NMR (CDCl3): δ 7.1 and 6.9 (4H, 2d, aromatic H), 3.6-4.2 (4H, m, CH2CH2Cl), 3.8 (3H, s, OCH3), 3.5 and 3.2 (6H, 2s, 2 CH3SO2). Reactants: [Si](C)(C)(C(C)(C)C)OCCCC=COC1OCCCC1 (5-((tert-Butyldimethylsilyl)oxy)-1-((tetrahydropyranyl)oxy)-1-pentene), [N+](CCCC)(CCCC)(CCCC)CCCC.[F-] (Bu4NF), P(=O)([O-])([O-])[O-] (Phosphate). Solvent: C1CCOC1 (THF). Conditions: temperature 25 celsius, time 2 hour. Product: O1C(CCCC1)OC=CCCCO (1-((Tetrahydropyranyl)oxy)-1-penten-5-ol). Yield: 79.6%. RXN SMILES: [Si]([O:8][CH2:9][CH2:10][CH2:11][CH:12]=[CH:13][O:14][CH:15]1[CH2:20][CH2:19][CH2:18][CH2:17][O:16]1)(C(C)(C)C)(C)C.[N+](CCCC)(CCCC)(CCCC)CCCC.[F-].P([O-])([O-])([O-])=O>C1COCC1>[O:16]1[CH2:17][CH2:18][CH2:19][CH2:20][CH:15]1[O:14][CH:13]=[CH:12][CH2:11][CH2:10][CH2:9][OH:8] |f:1.2|. Procedure details: A solution of 105 (900 mg, 3 mmol) in THF (20 mL) was treated with Bu4NF (1 M in THF, 3 mL, 3 mmol, 1 equiv) at 0° C. The reaction mixture was stirred at 0° C. for 1 h and at 25° C. for 2 h. Phosphate buffer (100 mL, pH 7) was added and the mixture was extracted with EtOAc-hexane (2:1, 3×30 mL). The combined organic phase was dried (Na2SO4) and the solvent removed under vacuum. Chromatography (SiO2, 4×25 cm, 30% EtOAc-hexane containing 2% Et3N) afforded 106 (445 mg, 557 mg theoretical, 80%) as a... The reactants are CS(=O)(=O)C=1C=C(C=CC1)C1=CC=C2C=NC(=NN21)NC2=CC(=C(C=C2)C=2CCN(CC2)CC(=O)N)C(F)(F)F (2-(4-{4-[7-(3-Methanesulfonyl-phenyl)-pyrrolo[2,1-f][1,2,4]triazin-2-ylamino]-2-trifluoromethyl-phenyl}-3,6-dihydro-2H pyridin-1-yl) acetamide), CS(=O)(=O)C=1C=C(C=CC1)C1=CC=C2C=NC(=NN21)O (7-(3-Methanesulfonyl-phenyl)-pyrrolo[2,1-f][1,2,4]triazin-2-ol), NC1=CC(=C(C=C1)C=1CCN(CC1)CC(=O)N)C(F)(F)F (2-[4-(4-Amino-2-trifluoromethyl-phenyl)-3,6-dihydro-2H-pyridin-1-yl]-acetamide). The solvent is CS(=O)C (DMSO). The product is CS(=O)(=O)C=1C=C(C=CC1)C1=CC=C2C=NC(=NN21)NC2=CC(=C(C=C2)C=2CCN(CC2)CC(=O)N)C(F)(F)F (2-(4-{4-[7-(3-Methanesulfonyl-phenyl)-pyrrolo[2,1-f][1,2,4]triazin-2-ylamino]-2-trifluoromethyl-phenyl}-3,6-dihydro-2H pyridin-1-yl) acetamide), C(=O)(C(F)(F)F)O (TFA). The yield is 72.0%. Reaction SMILES: [CH3:1][S:2]([C:5]1[CH:6]=[C:7]([C:11]2[N:19]3[C:14]([CH:15]=[N:16][C:17]([NH:20][C:21]4[CH:26]=[CH:25][C:24]([C:27]5[CH2:28][CH2:29][N:30]([CH2:33][C:34]([NH2:36])=[O:35])[CH2:31][CH:32]=5)=[C:23]([C:37]([F:40])([F:39])[F:38])[CH:22]=4)=[N:18]3)=[CH:13][CH:12]=2)[CH:8]=[CH:9][CH:10]=1)(=[O:4])=[O:3].CS(C1C=C(C2N3C(C=N[C:57]([OH:60])=N3)=CC=2)C=CC=1)(=O)=O.NC1C=CC(C2CCN(CC(N)=O)CC=2)=C([C:78]([F:81])([F:80])[F:79])C=1>CS(C)=O>[CH3:1][S:2]([C:5]1[CH:6]=[C:7]([C:11]2[N:19]3[C:14]([CH:15]=[N:16][C:17]([NH:20][C:21]4[CH:26]=[CH:25][C:24]([C:27]5[CH2:28][CH2:29][N:30]([CH2:33][C:34]([NH2:36])=[O:35])[CH2:31][CH:32]=5)=[C:23]([C:37]([F:39])([F:38])[F:40])[CH:22]=4)=[N:18]3)=[CH:13][CH:12]=2)[CH:8]=[CH:9][CH:10]=1)(=[O:3])=[O:4].[C:57]([OH:60])([C:78]([F:81])([F:80])[F:79])=[O:3]. Procedure details: 2-(4-{4-[7-(3-Methanesulfonyl-phenyl)-pyrrolo[2,1-f][1,2,4]triazin-2-ylamino]-2-trifluoromethyl-phenyl}-3,6-dihydro-2H pyridin-1-yl) acetamide. 7-(3-Methanesulfonyl-phenyl)-pyrrolo[2,1-f][1,2,4]triazin-2-ol (46.1 mg, 0.159 mmol) and 2-[4-(4-Amino-2-trifluoromethyl-phenyl)-3,6-dihydro-2H-pyridin-1-yl]-acetamide (0.0596 g, 0.199 mmol) were reacted in an analogous manner to Example 908D at 50° C. for 16 h. Concentrated reaction mixture, took up in DMSO, and purified by Gilson RP-HPLC. The fractions...